Dataset: the Open Reaction Database (ORD), a public repository of structured organic reaction records. Task: describe an organic reaction: reactants, conditions, products, and yield Reactants: NC1=NC(=CC(=N1)N1CCC2(C[C@H](N(C2)C(=O)OCC2=CC=CC=C2)C(=O)OCC)CC1)O[C@@H](C(F)(F)F)C1=C(C=C(C=C1)CC)N1N=C(C=C1)C ((S)-2-benzyl 3-ethyl 8-(2-amino-6-((R)-1-(4-ethyl-2-(3-methyl-1H-pyrazol-1-yl)phenyl)-2,2,2-trifluoroethoxy)pyrimidin-4-yl)-2,8-diazaspiro[4.5]decane-2,3-dicarboxylate), [Li+].[OH-] (LiOH). Product: NC1=NC(=CC(=N1)N1CCC2(C[C@H](NC2)C(=O)O)CC1)O[C@@H](C(F)(F)F)C1=C(C=C(C=C1)CC)N1N=C(C=C1)C ((S)-8-(2-amino-6-((R)-1-(4-ethyl-2-(3-methyl-1H-pyrazol-1-yl)phenyl)-2,2,2-trifluoroethoxy)pyrimidin-4-yl)-2,8-diazaspiro[4.5]decane-3-carboxylic acid). Reaction SMILES: [NH2:1][C:2]1[N:7]=[C:6]([N:8]2[CH2:32][CH2:31][C:11]3([CH2:15][N:14](C(OCC4C=CC=CC=4)=O)[C@H:13]([C:26]([O:28]CC)=[O:27])[CH2:12]3)[CH2:10][CH2:9]2)[CH:5]=[C:4]([O:33][C@H:34]([C:39]2[CH:44]=[CH:43][C:42]([CH2:45][CH3:46])=[CH:41][C:40]=2[N:47]2[CH:51]=[CH:50][C:49]([CH3:52])=[N:48]2)[C:35]([F:38])([F:37])[F:36])[N:3]=1.[Li+].[OH-]>>[NH2:1][C:2]1[N:7]=[C:6]([N:8]2[CH2:9][CH2:10][C:11]3([CH2:15][NH:14][C@H:13]([C:26]([OH:28])=[O:27])[CH2:12]3)[CH2:31][CH2:32]2)[CH:5]=[C:4]([O:33][C@H:34]([C:39]2[CH:44]=[CH:43][C:42]([CH2:45][CH3:46])=[CH:41][C:40]=2[N:47]2[CH:51]=[CH:50][C:49]([CH3:52])=[N:48]2)[C:35]([F:38])([F:37])[F:36])[N:3]=1 |f:1.2|. Procedure details: Hydrolysis of (S)-2-benzyl 3-ethyl 8-(2-amino-6-((R)-1-(4-ethyl-2-(3-methyl-1H-pyrazol-1-yl)phenyl)-2,2,2-trifluoroethoxy)pyrimidin-4-yl)-2,8-diazaspiro[4.5]decane-2,3-dicarboxylate using the LiOH general method provided the title compound as a white solid. Reactants: C(C)(=O)OC(CC1=CC=C(C=C1)[N+](=O)[O-])(C)C (1,1-dimethyl-2-(4-nitrophenyl)ethyl acetate), [Li+].[OH-] (LiOH). Run in CO (MeOH). Reaction conditions: temperature 50 celsius, time 2 hour. Product: CC(CC1=CC=C(C=C1)[N+](=O)[O-])(C)O (2-methyl-1-(4-nitrophenyl)-2-propanol). The yield is 32.5%. As a reaction SMILES: C([O:4][C:5]([CH3:17])([CH3:16])[CH2:6][C:7]1[CH:12]=[CH:11][C:10]([N+:13]([O-:15])=[O:14])=[CH:9][CH:8]=1)(=O)C.[Li+].[OH-]>CO>[CH3:17][C:5]([OH:4])([CH3:16])[CH2:6][C:7]1[CH:8]=[CH:9][C:10]([N+:13]([O-:15])=[O:14])=[CH:11][CH:12]=1 |f:1.2|. Procedure: To a solution of 1,1-dimethyl-2-(4-nitrophenyl)ethyl acetate (52 mmol) in MeOH (50 ml) was added 4N-LiOH (40 ml) and the mixture was stirred at 50° C. for 2 h. After the solvent was removed, this mixture was diluted with water and extracted with EtOAc (4×50 ml). The organic layer was washed with brine, dried (MgSO4) and concentrated. This crude was purified by SiO2 column chromatography developing with hexane/ethyl acetate (5/1) to give the title compound as yellow oil (3.3 g, 33%). Yield: 99.0%. RXN SMILES: [C:1]([O:5][C:6](=[O:19])[NH:7][CH2:8][C:9]1[CH:14]=[CH:13][CH:12]=[C:11]([NH:15][C:16]([NH2:18])=[S:17])[CH:10]=1)([CH3:4])([CH3:3])[CH3:2].[CH2:20](I)[CH2:21][CH3:22]>>[C:1]([O:5][C:6](=[O:19])[NH:7][CH2:8][C:9]1[CH:14]=[CH:13][CH:12]=[C:11]([NH:15][C:16](=[NH:18])[S:17][CH2:20][CH2:21][CH3:22])[CH:10]=1)([CH3:4])([CH3:2])[CH3:3]. Procedure: Using the compound obtained in Example 24 as a starting material and also using n-propyl iodide as a reagent, reaction was performed as in Example 29 to give 227 mg of the titled compound (yield, 99%). The product is C(C)(C)(C)OC(NCC1=CC(=CC=C1)NC(SCCC)=N)=O (N-(3-(S-n-propylisothioureido)phenylmethyl)carbamic acid t-butyl ester). Reactants: C(C)(C)(C)OC(NCC1=CC(=CC=C1)NC(=S)N)=O (N-(3-thioureidophenylmethyl)carbamic acid t-butyl ester), C(CC)I (n-propyl iodide).